This data is from the Open Reaction Database (ORD), a public repository of structured organic reaction records. The task is: describe an organic reaction: reactants, conditions, products, and yield The reactants are CCn1cc(C(=O)O)c(C)n1, CN(C)C=O, O=C(Cl)C(=O)Cl, Nc1cc(Oc2ccc3nc(NC(=O)C4CC4)cn3n2)ccc1F, [Na+], C1CCOC1, [OH-]. Yields the product CCn1cc(C(=O)Nc2cc(Oc3ccc4nc(NC(=O)C5CC5)cn4n3)ccc2F)c(C)n1. RXN SMILES: [CH2:1]([CH3:2])[n:3]1[n:4][c:5]([CH3:11])[c:6]([C:8](=[O:9])[OH:10])[cH:7]1.[CH3:12][N:13]([CH3:14])[CH:15]=[O:16].[Cl:17][C:18]([C:19]([Cl:20])=[O:21])=[O:22].[NH2:23][c:24]1[cH:25][c:26]([O:27][c:28]2[cH:29][cH:30][c:31]3[n:32]([n:33]2)[cH:34][c:35]([NH:37][C:38](=[O:39])[CH:40]2[CH2:41][CH2:42]2)[n:36]3)[cH:43][cH:44][c:45]1[F:46].[Na+:53].[O:47]1[CH2:48][CH2:49][CH2:50][CH2:51]1.[OH-:52]>>[CH2:1]([CH3:2])[n:3]1[n:4][c:5]([CH3:11])[c:6]([C:8](=[O:10])[NH:23][c:24]2[cH:25][c:26]([O:27][c:28]3[cH:29][cH:30][c:31]4[n:32]([n:33]3)[cH:34][c:35]([NH:37][C:38](=[O:39])[CH:40]3[CH2:41][CH2:42]3)[n:36]4)[cH:43][cH:44][c:45]2[F:46])[cH:7]1.